Dataset: the Open Reaction Database (ORD), a public repository of structured organic reaction records. Task: describe an organic reaction: reactants, conditions, products, and yield The reactants are C(C)C1SCC=2N=CN=C(C21)O (5-ethyl-5,7-dihydrothieno[3,4-d]pyrimidin-4-ol), C(C)C1CC=2N=CN=C(C2S1)O (6-ethyl-6,7-dihydrothieno[3,2-d]pyrimidin-4-ol), O=P(Cl)(Cl)Cl (POCl3). Solvent: ClCCCl (1,2-dichloroethane), C(C)(C)N(CC)C(C)C (diisopropylethylamine). Product: ClC=1C2=C(N=CN1)CSC2CC (4-chloro-5-ethyl-5,7-dihydrothieno[3,4-d]pyrimidine). Isolated yield 28.0%. As a reaction SMILES: [CH2:1]([CH:3]1[C:11]2[C:10](O)=[N:9][CH:8]=[N:7][C:6]=2[CH2:5][S:4]1)[CH3:2].C(C1SC2C(O)=NC=NC=2C1)C.O=P(Cl)(Cl)[Cl:27]>ClCCCl.C(N(C(C)C)CC)(C)C>[Cl:27][C:10]1[C:11]2[CH:3]([CH2:1][CH3:2])[S:4][CH2:5][C:6]=2[N:7]=[CH:8][N:9]=1. Procedure: To a solution of a mixture of 5-ethyl-5,7-dihydrothieno[3,4-d]pyrimidin-4-ol and 6-ethyl-6,7-dihydrothieno[3,2-d]pyrimidin-4-ol (2.32 g, 12.8 mmol) in 1,2-dichloroethane (50 mL) and diisopropylethylamine (4 mL) was added POCl3 (4 mL), and the mixture was refluxed overnight. The solvent was removed and the residue was purified by silica gel chromatography, eluting with Hexane/ethyl acetate (9:1-4:1) to give 4-chloro-5-ethyl-5,7-dihydrothieno[3,4-d]pyrimidine (0.49 g, 28%). 1H NMR (CDCl3, 400 MHz)... Starting materials: C(C)(C)(C)OC(NC1=C(C=C(C=C1)C1=NC=CC=C1)N)=O ((2-amino-4-pyridin-2-yl-phenyl)-carbamic acid tert.-butyl ester), ClC1=C(SC=C1)C1=CC(OC(O1)(C)C)=O (6-(3-chloro-thiophen-2-yl)-2,2-dimethyl-[1,3]dioxin-4-one). Yields the product C(C)(C)(C)OC(NC1=C(C=C(C=C1)C1=NC=CC=C1)NC(CC(=O)C=1SC=CC1Cl)=O)=O ({2-[3-(3-Chloro-thiophen-2-yl)-3-oxo-propionylamino]-4-pyridin-2-yl-phenyl}-carbamic acid tert.-butyl ester). As a reaction SMILES: [C:1]([O:5][C:6](=[O:21])[NH:7][C:8]1[CH:13]=[CH:12][C:11]([C:14]2[CH:19]=[CH:18][CH:17]=[CH:16][N:15]=2)=[CH:10][C:9]=1[NH2:20])([CH3:4])([CH3:3])[CH3:2].[Cl:22][C:23]1[CH:27]=[CH:26][S:25][C:24]=1[C:28]1[O:33]C(C)(C)[O:31][C:30](=O)[CH:29]=1>>[C:1]([O:5][C:6](=[O:21])[NH:7][C:8]1[CH:13]=[CH:12][C:11]([C:14]2[CH:19]=[CH:18][CH:17]=[CH:16][N:15]=2)=[CH:10][C:9]=1[NH:20][C:30](=[O:31])[CH2:29][C:28]([C:24]1[S:25][CH:26]=[CH:27][C:23]=1[Cl:22])=[O:33])([CH3:4])([CH3:2])[CH3:3]. Procedure: Prepared from (2-amino-4-pyridin-2-yl-phenyl)-carbamic acid tert.-butyl ester (Example G17) and 6-(3-chloro-thiophen-2-yl)-2,2-dimethyl-[1,3]dioxin-4-one (Example J2) according to the general procedure K. Obtained as an amorphous brown solid (145 mg). The reactants are ClCC=1OC(OC1C)=O (4-chloromethyl-5-methyl-1,3-dioxol-2-one), C1CCC2=NCCCN2CC1 (1,8-Diazabicyclo[5,4,0]-7-undecene), ClCC=1OC(OC1C)=O (4-chloromethyl-5-methyl-1,3-dioxol-2-one), C(=C)(C)C=1N=C(N(C1C(=O)O)CC1=CC=C(C=C1)C1=C(C=CC=C1)C1=NN=NN1)CCC (4-Isopropenyl-2-propyl-1-[[2′-(1H-tetrazol-5-yl)biphenyl-4-yl]methyl]imidazole-5-carboxylic acid), C(=C)(C)C=1N=C(N(C1C(=O)O)CC1=CC=C(C=C1)C1=C(C=CC=C1)C1=NN=NN1)CCC (4-Isopropenyl-2-propyl-1-[[2′-(1H-tetrazol-5-yl)biphenyl-4-yl]methyl]imidazole-5-carboxylic acid), C1CCC2=NCCCN2CC1 (1,8-diazabicyclo[5,4,0]-7-undecene), C1(=CC=CC=C1)C(C1=CC=CC=C1)(C1=CC=CC=C1)Cl (triphenylmethyl chloride). Run in CC(=O)C (acetone). Conditions: temperature 50 celsius, time 5 hour. Product: C(=C)(C)C=1N=C(N(C1C(=O)OCC=1OC(OC1C)=O)CC1=CC=C(C=C1)C1=C(C=CC=C1)C=1N=NN(N1)C(C1=CC=CC=C1)(C1=CC=CC=C1)C1=CC=CC=C1)CCC ((5-methyl-2-oxo-1,3-dioxolen-4-yl)methyl 4-isopropenyl-2-propyl-1-[[2′-[2-(triphenylmethyl)-2H-tetrazol-5-yl]biphenyl-4-yl] methyl]imidazole-5-carboxylate). The yield is 128.8%. As a reaction SMILES: [C:1]([C:4]1[N:5]=[C:6]([CH2:30][CH2:31][CH3:32])[N:7]([CH2:12][C:13]2[CH:18]=[CH:17][C:16]([C:19]3[CH:24]=[CH:23][CH:22]=[CH:21][C:20]=3[C:25]3[NH:29][N:28]=[N:27][N:26]=3)=[CH:15][CH:14]=2)[C:8]=1[C:9]([OH:11])=[O:10])([CH3:3])=[CH2:2].C1CCN2C(=NCCC2)CC1.[C:44]1([C:50](Cl)([C:57]2[CH:62]=[CH:61][CH:60]=[CH:59][CH:58]=2)[C:51]2[CH:56]=[CH:55][CH:54]=[CH:53][CH:52]=2)[CH:49]=[CH:48][CH:47]=[CH:46][CH:45]=1.Cl[CH2:65][C:66]1[O:67][C:68](=[O:72])[O:69][C:70]=1[CH3:71]>CC(C)=O>[C:1]([C:4]1[N:5]=[C:6]([CH2:30][CH2:31][CH3:32])[N:7]([CH2:12][C:13]2[CH:14]=[CH:15][C:16]([C:19]3[CH:24]=[CH:23][CH:22]=[CH:21][C:20]=3[C:25]3[N:26]=[N:27][N:28]([C:50]([C:57]4[CH:62]=[CH:61][CH:60]=[CH:59][CH:58]=4)([C:51]4[CH:56]=[CH:55][CH:54]=[CH:53][CH:52]=4)[C:44]4[CH:49]=[CH:48][CH:47]=[CH:46][CH:45]=4)[N:29]=3)=[CH:17][CH:18]=2)[C:8]=1[C:9]([O:11][CH2:65][C:66]1[O:67][C:68](=[O:72])[O:69][C:70]=1[CH3:71])=[O:10])([CH3:3])=[CH2:2]. Procedure details: 4-Isopropenyl-2-propyl-1-[[2′-(1H-tetrazol-5-yl)biphenyl-4-yl]methyl]imidazole-5-carboxylic acid [olmesartan dehydrate, compound 34b described in J. Med. Chem., 39, 323-338 (1996)] (139.36 g), acetone (1022.3 ml), 1,8-diazabicyclo[5,4,0]-7-undecene [DBU] (154.3 g) and triphenylmethyl chloride [TPC] (109.6 g) were mixed and the mixture was stirred at 48 to 52° C. for 5 hours. The reaction mixture was cooled to 20° C. and 4-chloromethyl-5-methyl-1,3-dioxol-2-one [DMDO-Cl] (99.1 g) was added, and t... Reactants: CN1C(C2=C(NC3=C1C=CC=C3)N=CC=C2)=O (6,11-dihydro-6-methyl-5H-pyrido[2,3-b][1,5]benzodiazepin-5-one), ICCC (1-iodopropane). The solvent is petroleum ether. The product is CN1C(C2=C(N(C3=C1C=CC=C3)CCC)N=CC=C2)=O (6,11-dihydro-6-methyl-11-propyl-5H-pyrido[2,3-b][1,5]benzodiazepin-5-one). Isolated yield 36.0%. RXN SMILES: [CH3:1][N:2]1[C:8]2[CH:9]=[CH:10][CH:11]=[CH:12][C:7]=2[NH:6][C:5]2[N:13]=[CH:14][CH:15]=[CH:16][C:4]=2[C:3]1=[O:17].I[CH2:19][CH2:20][CH3:21]>>[CH3:1][N:2]1[C:8]2[CH:9]=[CH:10][CH:11]=[CH:12][C:7]=2[N:6]([CH2:19][CH2:20][CH3:21])[C:5]2[N:13]=[CH:14][CH:15]=[CH:16][C:4]=2[C:3]1=[O:17]. Reported procedure: Using a procedure analogous to that described in Example 2, the product 6,11-dihydro-6-methyl-11-propyl-5H-pyrido[2,3-b][1,5]benzodiazepin-5-one, m.p. 96°-98° C. (recrystal from petroleum ether) was prepared from 6,11-dihydro-6-methyl-5H-pyrido[2,3-b][1,5]benzodiazepin-5-one and 1-iodopropane. The yield was 36% of theory. Starting materials: O=C1OC(=O)c2c(Cl)c(Cl)c(Cl)c(Cl)c21, Nc1ccccc1, C1COCCO1. The product is O=C1c2c(Cl)c(Cl)c(Cl)c(Cl)c2C(=O)N1c1ccccc1. As a reaction SMILES: [Cl:1][c:2]1[c:3]([Cl:4])[c:5]([Cl:6])[c:7]2[c:13]([c:14]1[Cl:15])[C:11](=[O:12])[O:10][C:8]2=[O:9].[NH2:16][c:17]1[cH:18][cH:19][cH:20][cH:21][cH:22]1.[O:23]1[CH2:24][CH2:25][O:26][CH2:27][CH2:28]1>>[Cl:1][c:2]1[c:3]([Cl:4])[c:5]([Cl:6])[c:7]2[c:13]([c:14]1[Cl:15])[C:11](=[O:12])[N:16]([c:17]1[cH:18][cH:19][cH:20][cH:21][cH:22]1)[C:8]2=[O:10]. Starting materials: Cc1nc(C(=O)CBr)cs1, CC#N, CC(C)O, O=C(OC1CN2CCC1CC2)C(Nc1ccccc1)c1ccccc1. Product: [Br-], Cc1nc(C(=O)C[N+]23CCC(CC2)C(OC(=O)C(Nc2ccccc2)c2ccccc2)C3)cs1. RXN SMILES: [Br:26][CH2:27][C:28](=[O:29])[c:30]1[n:31][c:32]([CH3:35])[s:33][cH:34]1.[CH3:40][C:41]#[N:42].[CH:36]([OH:37])([CH3:38])[CH3:39].[c:1]1([CH:7]([C:8](=[O:9])[O:10][CH:11]2[CH2:12][N:13]3[CH2:14][CH2:15][CH:16]2[CH2:17][CH2:18]3)[NH:19][c:20]2[cH:21][cH:22][cH:23][cH:24][cH:25]2)[cH:2][cH:3][cH:4][cH:5][cH:6]1>>[Br-:26].[c:1]1([CH:7]([C:8](=[O:9])[O:10][CH:11]2[CH2:12][N+:13]3([CH2:27][C:28](=[O:29])[c:30]4[n:31][c:32]([CH3:35])[s:33][cH:34]4)[CH2:14][CH2:15][CH:16]2[CH2:17][CH2:18]3)[NH:19][c:20]2[cH:21][cH:22][cH:23][cH:24][cH:25]2)[cH:2][cH:3][cH:4][cH:5][cH:6]1.